This data is from the Open Reaction Database (ORD), a public repository of structured organic reaction records. The task is: describe an organic reaction: reactants, conditions, products, and yield Starting materials: FC(C(=O)O)(F)F.C(C)N(C)CC1=CC(=CS1)C=1C=C2C(=CNC2=C(C1)C(=O)N)C1CCN(CC1)S(=O)(=O)CC (5-(5-{[ethyl(methyl)amino]methyl}-3-thienyl)-3-[1-(ethylsulfonyl)-4-piperidinyl]-1H-indole-7-carboxamide trifluoroacetate), CNCC (N-methylethanamine). Yields the product FC(C(=O)O)(F)F.C(C)S(=O)(=O)N1CCC(CC1)C1=CNC2=C(C=C(C=C12)C1=CSC(=C1)CN(C)CCO)C(=O)N (3-[1-(ethylsulfonyl)-4-piperidinyl]-5-(5-{[(2-hydroxyethyl)(methyl)amino]methyl}-3-thienyl)-1H-indole-7-carboxamide trifluoroacetate). Yield: 43.6%. As a reaction SMILES: [F:1][C:2]([F:7])([F:6])[C:3]([OH:5])=[O:4].[CH2:8]([N:10]([CH2:12][C:13]1[S:17][CH:16]=[C:15]([C:18]2[CH:19]=[C:20]3[C:24](=[C:25]([C:27]([NH2:29])=[O:28])[CH:26]=2)[NH:23][CH:22]=[C:21]3[CH:30]2[CH2:35][CH2:34][N:33]([S:36]([CH2:39][CH3:40])(=[O:38])=[O:37])[CH2:32][CH2:31]2)[CH:14]=1)[CH3:11])[CH3:9].CNCC>>[F:1][C:2]([F:7])([F:6])[C:3]([OH:5])=[O:4].[CH2:39]([S:36]([N:33]1[CH2:34][CH2:35][CH:30]([C:21]2[C:20]3[C:24](=[C:25]([C:27]([NH2:29])=[O:28])[CH:26]=[C:18]([C:15]4[CH:14]=[C:13]([CH2:12][N:10]([CH2:8][CH2:9][OH:4])[CH3:11])[S:17][CH:16]=4)[CH:19]=3)[NH:23][CH:22]=2)[CH2:31][CH2:32]1)(=[O:37])=[O:38])[CH3:40] |f:0.1,3.4|. Procedure: The title compound was prepared according to the general procedure of 5-(5-{[ethyl(methyl)amino]methyl}-3-thienyl)-3-[1-(ethylsulfonyl)-4-piperidinyl]-1H-indole-7-carboxamide trifluoroacetate, substituting 2-(methylamino)ethanol (75 mg, 1.0 mmol) for N-methylethanamine to afford 27.0 mg of the title compound (43.6%). Reactants: F[B-](F)(F)F, CC(C)(C)OC(=O)N(Cc1cccc(C2CCNCC2)c1)C(=O)OC(C)(C)C, CSc1sc(C(=O)O)c2c1C(=O)CCC2, CN(C)C=O, CCN(C(C)C)C(C)C, CN(C)C(On1nnc2ccccc21)=[N+](C)C. Product: CSc1sc(C(=O)N2CCC(c3cccc(CN(C(=O)OC(C)(C)C)C(=O)OC(C)(C)C)c3)CC2)c2c1C(=O)CCC2. RXN SMILES: [B-:1]([F:2])([F:3])([F:4])[F:5].[C:47]([CH3:48])([CH3:49])([CH3:50])[O:51][C:52](=[O:53])[N:54]([C:55](=[O:56])[O:57][C:58]([CH3:59])([CH3:60])[CH3:61])[CH2:62][c:63]1[cH:64][c:65]([CH:69]2[CH2:70][CH2:71][NH:72][CH2:73][CH2:74]2)[cH:66][cH:67][cH:68]1.[CH3:23][S:24][c:25]1[c:26]2[c:27]([c:28]([C:30](=[O:31])[OH:32])[s:29]1)[CH2:33][CH2:34][CH2:35][C:36]2=[O:37].[CH3:75][N:76]([CH3:77])[CH:78]=[O:79].[CH:38]([N:39]([CH:40]([CH3:41])[CH3:42])[CH2:43][CH3:44])([CH3:45])[CH3:46].[n:6]1([O:7][C:8]([N:9]([CH3:10])[CH3:11])=[N+:12]([CH3:13])[CH3:14])[c:15]2[cH:16][cH:17][cH:18][cH:19][c:20]2[n:21][n:22]1>>[CH3:23][S:24][c:25]1[c:26]2[c:27]([c:28]([C:30](=[O:32])[N:72]3[CH2:71][CH2:70][CH:69]([c:65]4[cH:64][c:63]([CH2:62][N:54]([C:52]([O:51][C:47]([CH3:48])([CH3:49])[CH3:50])=[O:53])[C:55](=[O:56])[O:57][C:58]([CH3:59])([CH3:60])[CH3:61])[cH:68][cH:67][cH:66]4)[CH2:74][CH2:73]3)[s:29]1)[CH2:33][CH2:34][CH2:35][C:36]2=[O:37]. Starting materials: N[C@H](C(C)(O)C)CC1=CC=CC=C1 ((3S)-3-Amino-2-methyl-4-phenylbutan-2-ol), ClC(C(=O)Cl)(Cl)Cl (trichloroacetyl chloride). Run in N1=CC=CC=C1 (pyridine). Run at time 10 minute. Yields the product C(C1=CC=CC=C1)[C@@H](C(C)(C)O)NC(C(Cl)(Cl)Cl)=O (N-[(1S)-1-Benzyl-2-hydroxy-2-methylpropyl]-2,2,2-trichloroethanamide). Isolated yield 87.7%. RXN SMILES: [NH2:1][C@@H:2]([CH2:7][C:8]1[CH:13]=[CH:12][CH:11]=[CH:10][CH:9]=1)[C:3]([CH3:6])([OH:5])[CH3:4].[Cl:14][C:15]([Cl:20])([Cl:19])[C:16](Cl)=[O:17]>N1C=CC=CC=1>[CH2:7]([C@H:2]([NH:1][C:16](=[O:17])[C:15]([Cl:20])([Cl:19])[Cl:14])[C:3]([OH:5])([CH3:4])[CH3:6])[C:8]1[CH:9]=[CH:10][CH:11]=[CH:12][CH:13]=1. Reported procedure: To a solution of (8) (2.573 g, 14.37 mmol) in pyridine (50 ml) at 0° C. was added trichloroacetyl chloride (1.93 ml, 17.25 mmol). After stirring at this temperature for 10 minutes, the reaction mixture was stirred overnight at room temperature. The reaction was quenched by the addition of saturated aqueous sodium chloride solution, after which the product was extracted with dichloromethane and the combined organic extracts were washed with hydrochloric acid (1M). Concentration in vacuo and purif... The reactants are COC(=O)C=Cc1ccc(C(C)(C)C)cc1OC1CCOCC1, CO, Cl, [Na+], [OH-], O. The product is CC(C)(C)c1ccc(C=CC(=O)O)c(OC2CCOCC2)c1. Reaction SMILES: [CH3:1][O:2][C:3]([CH:4]=[CH:5][c:6]1[c:7]([O:16][CH:17]2[CH2:18][CH2:19][O:20][CH2:21][CH2:22]2)[cH:8][c:9]([C:12]([CH3:13])([CH3:14])[CH3:15])[cH:10][cH:11]1)=[O:23].[CH3:27][OH:28].[ClH:26].[Na+:25].[OH-:24].[OH2:29]>>[O:2]=[C:3]([CH:4]=[CH:5][c:6]1[c:7]([O:16][CH:17]2[CH2:18][CH2:19][O:20][CH2:21][CH2:22]2)[cH:8][c:9]([C:12]([CH3:13])([CH3:14])[CH3:15])[cH:10][cH:11]1)[OH:23]. The reactants are O=Cc1cc(C(F)(F)F)ccc1Cl, ClCCl, Cl, Cl, [Na+], O=C([O-])O, NC1CCCNC1c1ccccc1. Product: FC(F)(F)c1ccc(Cl)c(CNC2CCCNC2c2ccccc2)c1. As a reaction SMILES: [Cl:16][c:17]1[c:18]([CH:19]=[O:20])[cH:21][c:22]([C:25]([F:26])([F:27])[F:28])[cH:23][cH:24]1.[Cl:34][CH2:35][Cl:36].[ClH:1].[ClH:2].[Na+:33].[O-:29][C:30]([OH:31])=[O:32].[c:3]1([CH:9]2[NH:10][CH2:11][CH2:12][CH2:13][CH:14]2[NH2:15])[cH:4][cH:5][cH:6][cH:7][cH:8]1>>[c:3]1([CH:9]2[NH:10][CH2:11][CH2:12][CH2:13][CH:14]2[NH:15][CH2:19][c:18]2[c:17]([Cl:16])[cH:24][cH:23][c:22]([C:25]([F:26])([F:27])[F:28])[cH:21]2)[cH:4][cH:5][cH:6][cH:7][cH:8]1. The reactants are BrC1=CC(=C2C=NNC2=C1)[N+](=O)[O-] (6-bromo-4-nitro-1H-indazole), C(=O)(C(F)(F)F)O (TFA), O1CCCC=C1 (dihydropyran), C(Cl)Cl (DCM), C([O-])(O)=O.[Na+] (sodium bicarbonate). Conditions: time 10 minute. Product: BrC=1C=C(C2=CN(N=C2C1)C1OCCCC1)[N+](=O)[O-] (6-Bromo-4-nitro-2-(tetrahydro-2H-pyran-2-yl)-2H-indazole). As a reaction SMILES: [Br:1][C:2]1[CH:10]=[C:9]2[C:5]([CH:6]=[N:7][NH:8]2)=[C:4]([N+:11]([O-:13])=[O:12])[CH:3]=1.C(O)(C(F)(F)F)=O.C(Cl)Cl.C(=O)(O)[O-].[Na+].[O:29]1[CH:34]=[CH:33][CH2:32][CH2:31][CH2:30]1>>[Br:1][C:2]1[CH:3]=[C:4]([N+:11]([O-:13])=[O:12])[C:5]2[C:9]([CH:10]=1)=[N:8][N:7]([CH:30]1[CH2:31][CH2:32][CH2:33][CH2:34][O:29]1)[CH:6]=2 |f:3.4|. Reported procedure: To 6-bromo-4-nitro-1H-indazole (10 g, available from Sinova Ltd) in dihydropyran (100 ml) was added TFA (0.068 ml) and the reaction was heated for 1.5 hours at reflux. After cooling, 180 ml DCM and 50 ml saturated sodium bicarbonate solution was added and stirred for 10 minutes. The DCM was separated from the aqueous which was re-washed with DCM (70 ml). The combined organic layers were passed through a hydrophobic frit and evaporated to dryness. The residual solid was triturated with ether then...